From a dataset of the Open Reaction Database (ORD), a public repository of structured organic reaction records. describe an organic reaction: reactants, conditions, products, and yield Reactants: O=C(Cl)C(=O)Cl, O=C(O)c1ccc(Cl)nc1Cl, ClCCl, [NH4+], CN(C)C=O, [OH-]. Yields the product NC(=O)c1ccc(Cl)nc1Cl. Reaction SMILES: [C:12]([Cl:13])(=[O:14])[C:15]([Cl:16])=[O:17].[Cl:1][c:2]1[c:3]([C:4](=[O:5])[OH:6])[cH:7][cH:8][c:9]([Cl:11])[n:10]1.[Cl:25][CH2:26][Cl:27].[NH4+:24].[O:18]=[CH:19][N:20]([CH3:21])[CH3:22].[OH-:23]>>[Cl:1][c:2]1[c:3]([C:4](=[O:5])[NH2:20])[cH:7][cH:8][c:9]([Cl:11])[n:10]1. The product is CCOC(=O)c1cnc(S(C)=O)nc1-c1ccccc1F. The reactants are CCOC(=O)c1cnc(SC)nc1-c1ccccc1F, ClCCl, [Na+], O=C([O-])O, O=C(OO)c1cccc(Cl)c1. RXN SMILES: [CH2:12]([CH3:13])[O:14][C:15](=[O:16])[c:17]1[c:18](-[c:25]2[c:26]([F:31])[cH:27][cH:28][cH:29][cH:30]2)[n:19][c:20]([S:23][CH3:24])[n:21][cH:22]1.[Cl:37][CH2:38][Cl:39].[Na+:36].[O-:32][C:33]([OH:34])=[O:35].[OH:1][O:2][C:3]([c:4]1[cH:5][c:6]([Cl:7])[cH:8][cH:9][cH:10]1)=[O:11]>>[O:1]=[S:23]([c:20]1[n:19][c:18](-[c:25]2[c:26]([F:31])[cH:27][cH:28][cH:29][cH:30]2)[c:17]([C:15]([O:14][CH2:12][CH3:13])=[O:16])[cH:22][n:21]1)[CH3:24].